describe an organic reaction: reactants, conditions, products, and yield From a dataset of the Open Reaction Database (ORD), a public repository of structured organic reaction records. The reactants are ClCCCCBr, Cc1nc(C)c(-c2c[nH]c(=O)[nH]c2=O)o1, [K+], [K+], O=C([O-])[O-], CN(C)C=O, O. The product is Cc1nc(C)c(-c2cn(CCCCCl)c(=O)[nH]c2=O)o1. As a reaction SMILES: [Br:22][CH2:23][CH2:24][CH2:25][CH2:26][Cl:27].[CH3:1][c:2]1[o:3][c:4](-[c:8]2[c:9](=[O:15])[nH:10][c:11](=[O:14])[nH:12][cH:13]2)[c:5]([CH3:7])[n:6]1.[K+:16].[K+:17].[O-:18][C:19]([O-:20])=[O:21].[O:29]=[CH:30][N:31]([CH3:32])[CH3:33].[OH2:28]>>[CH3:1][c:2]1[o:3][c:4](-[c:8]2[c:9](=[O:15])[nH:10][c:11](=[O:14])[n:12]([CH2:23][CH2:24][CH2:25][CH2:26][Cl:27])[cH:13]2)[c:5]([CH3:7])[n:6]1. Starting materials: C(C)(C)(C)OC(N(C[C@H](CC(C)C)C(=O)N1CCN(CC1)C1=CC=C(C=C1)OC)OCC1=CC=CC=C1)=O (tert-butyl(benzyloxy)((2S)-2-{[4-(4-methoxyphenyl)piperazin-1-yl]carbonyl}-4-methylpentyl)carbamate), Cl (HCl), O1CCOCC1 (dioxan). Run in C(Cl)Cl (DCM). Product: C(C1=CC=CC=C1)ONC[C@H](CC(C)C)C(=O)N1CCN(CC1)C1=CC=C(C=C1)OC ((2S)—N-(benzyloxy)-2-{[4-(4-methoxyphenyl)piperazin-1-yl]carbonyl}-4-methylpentan-1-amine). Yield: 122.2%. Reaction SMILES: C(OC(=O)[N:7]([O:30][CH2:31][C:32]1[CH:37]=[CH:36][CH:35]=[CH:34][CH:33]=1)[CH2:8][C@@H:9]([C:14]([N:16]1[CH2:21][CH2:20][N:19]([C:22]2[CH:27]=[CH:26][C:25]([O:28][CH3:29])=[CH:24][CH:23]=2)[CH2:18][CH2:17]1)=[O:15])[CH2:10][CH:11]([CH3:13])[CH3:12])(C)(C)C.Cl.O1CCOCC1>C(Cl)Cl>[CH2:31]([O:30][NH:7][CH2:8][C@@H:9]([C:14]([N:16]1[CH2:17][CH2:18][N:19]([C:22]2[CH:27]=[CH:26][C:25]([O:28][CH3:29])=[CH:24][CH:23]=2)[CH2:20][CH2:21]1)=[O:15])[CH2:10][CH:11]([CH3:13])[CH3:12])[C:32]1[CH:33]=[CH:34][CH:35]=[CH:36][CH:37]=1. Procedure: A solution of tert-butyl(benzyloxy)((2S)-2-{[4-(4-methoxyphenyl)piperazin-1-yl]carbonyl}-4-methylpentyl)carbamate (134 mg; 0.25 mmol; 1.0 eq.) and HCl 4M in dioxan (0.938 mL, 15 eq.) in DCM (1 mL) was stirred overnight at room temperature. The solvents were evaporated to give the title product as a yellow oil (130 mg, 100%). HPLC, Rt: 2.9 min (purity: 95.9%). M+(LC-MS (ESI)): 426.4. Yields the product CCCCOc1ccc2c(c1)CCc1cc(OCCOCCOC(=O)Oc3ccc([N+](=O)[O-])cc3)ccc1C1=C2C12OCC(C)(C)CO2. Starting materials: CCCCOc1ccc2c(c1)CCc1cc(OCCOCCO)ccc1C1=C2C12OCC(C)(C)CO2, O=C(Cl)Oc1ccc([N+](=O)[O-])cc1, ClCCl, c1ccncc1. As a reaction SMILES: [CH2:1]([CH2:2][CH2:3][CH3:4])[O:5][c:6]1[cH:7][c:8]2[c:9]([cH:35][cH:36]1)[C:10]1=[C:11]([c:12]3[c:13]([cH:16][c:17]([O:20][CH2:21][CH2:22][O:23][CH2:24][CH2:25][OH:26])[cH:18][cH:19]3)[CH2:14][CH2:15]2)[C:27]12[O:28][CH2:29][C:30]([CH3:33])([CH3:34])[CH2:31][O:32]2.[Cl:43][C:44](=[O:45])[O:46][c:47]1[cH:48][cH:49][c:50]([N+:53](=[O:54])[O-:55])[cH:51][cH:52]1.[Cl:56][CH2:57][Cl:58].[cH:37]1[cH:38][cH:39][n:40][cH:41][cH:42]1>>[CH2:1]([CH2:2][CH2:3][CH3:4])[O:5][c:6]1[cH:7][c:8]2[c:9]([cH:35][cH:36]1)[C:10]1=[C:11]([c:12]3[c:13]([cH:16][c:17]([O:20][CH2:21][CH2:22][O:23][CH2:24][CH2:25][O:26][C:44](=[O:45])[O:46][c:47]4[cH:48][cH:49][c:50]([N+:53](=[O:54])[O-:55])[cH:51][cH:52]4)[cH:18][cH:19]3)[CH2:14][CH2:15]2)[C:27]12[O:28][CH2:29][C:30]([CH3:33])([CH3:34])[CH2:31][O:32]2. Reactants: N[C@](C(=O)O)(C)C1=CC(=CC(=C1)[N+](=O)[O-])Br ((R)-2-Amino-2-(3-bromo-5-nitro-phenyl)-propionic acid), C1CCOC1 (THF), C1CCOC1 (THF), ice. Run in C(C)(=O)OCC (ethyl acetate). Run at time 1 hour. Yields the product N[C@](CO)(C)C1=CC(=CC(=C1)[N+](=O)[O-])Br ((R)-2-Amino-2-(3-bromo-5-nitro-phenyl)-propan-1-ol). Reaction SMILES: [NH2:1][C@@:2]([C:7]1[CH:12]=[C:11]([N+:13]([O-:15])=[O:14])[CH:10]=[C:9]([Br:16])[CH:8]=1)([CH3:6])[C:3](O)=[O:4].C1COCC1>C(OCC)(=O)C>[NH2:1][C@@:2]([C:7]1[CH:12]=[C:11]([N+:13]([O-:15])=[O:14])[CH:10]=[C:9]([Br:16])[CH:8]=1)([CH3:6])[CH2:3][OH:4]. Procedure: (R)-2-Amino-2-(3-bromo-5-nitro-phenyl)-propionic acid (8.41 g, 25.8 mmol) was suspended in abs. THF (39 ml) and cooled to 0° C. BH3 in THF (103 ml, 103 mmol, 1M in THF) was added and the reaction was stirred at r.t. for 1 hr. The reaction was poured onto NaHCO3 (solid, 26 g, 12 eq.), 78 g ice and 155 ml ethyl acetate and stirred for 20 min. at r.t. Phases were separated. The organic phases were washed with water and brine, combined and dried over Na2SO4. Volatiles were removed under reduced pres... Starting materials: Cl.O1CCOCC1 (hydrochloric acid 1,4-dioxane), C(C)(C)(C)OC(=O)N[C@@H](C(C)C)C1=NC2=C(C(O1)=O)C(=CC=C2)C (2-{1(S)-[(tert-butoxycarbonyl)amino]-2-methylpropyl}-5-methyl-4H-3,1-benzoxazin-4-one). Solvent: C1COC=CO1 (1,4-dioxene). Reaction conditions: temperature 0 celsius. Yields the product CC1=CC=CC2=C1C(OC=N2)=O (5-methyl-4H-3,1-benzoxazin-4-one). RXN SMILES: Cl.O1CCOCC1.C(OC(N[C@H]([C:20]1[O:25][C:24](=[O:26])[C:23]2[C:27]([CH3:31])=[CH:28][CH:29]=[CH:30][C:22]=2[N:21]=1)C(C)C)=O)(C)(C)C>C1OC=COC1>[CH3:31][C:27]1[C:23]2[C:24](=[O:26])[O:25][CH:20]=[N:21][C:22]=2[CH:30]=[CH:29][CH:28]=1 |f:0.1|. Reported procedure: 66.7 ml of 4N hydrochloric acid-1,4-dioxane solution was added dropwise to a solution of 9.31 g of 2-{1(S)-[(tert-butoxycarbonyl)amino]-2-methylpropyl}-5-methyl-4H-3,1-benzoxazin-4-one in 50 ml of 1,4-dioxene with stirring at 0° C. After stirring at 0° C. for 0.75 hour, the reaction mixture was concentrated. 6.25 g of fluorene-Δ9, α -acetic acid was added to the residue and dissolved in 150 ml of N,N-dimethylformamide. Then, 3.3 ml of N-methylmorpholine, 4.72 g of 1-hydroxybenzotriazole, and 5.9... The reactants are CCc1cc(Br)cc2c3c([nH]c12)C(CC)(CCO)OCC3, COCCOC, ClCCl, [K+], [K+], [K+], OB(O)c1ccccc1, O=P([O-])([O-])[O-]. Yields the product CCc1cc(-c2ccccc2)cc2c3c([nH]c12)C(CC)(CCO)OCC3. As a reaction SMILES: [Br:1][c:2]1[cH:3][c:4]2[c:5]3[c:6]([nH:7][c:8]2[c:9]([CH2:11][CH3:12])[cH:10]1)[C:13]([CH2:17][CH3:18])([CH2:19][CH2:20][OH:21])[O:14][CH2:15][CH2:16]3.[CH3:42][O:43][CH2:44][CH2:45][O:46][CH3:47].[Cl:39][CH2:40][Cl:41].[K+:27].[K+:28].[K+:29].[OH:30][B:31]([OH:32])[c:33]1[cH:34][cH:35][cH:36][cH:37][cH:38]1.[P:22]([O-:23])([O-:24])([O-:25])=[O:26]>>[c:2]1(-[c:33]2[cH:34][cH:35][cH:36][cH:37][cH:38]2)[cH:3][c:4]2[c:5]3[c:6]([nH:7][c:8]2[c:9]([CH2:11][CH3:12])[cH:10]1)[C:13]([CH2:17][CH3:18])([CH2:19][CH2:20][OH:21])[O:14][CH2:15][CH2:16]3.